Dataset: the Open Reaction Database (ORD), a public repository of structured organic reaction records. Task: describe an organic reaction: reactants, conditions, products, and yield Reactants: 13.5, C1(=CC=CC=C1)CN1CCC(CC1)CC1=NC=2C(=NC=CC2)N1CCOCC=C (2-[[1-(phenylmethyl)-4-piperidinyl]methyl]-3-[2-(2-propenyloxy)ethyl)-3H-imidazo[4,5-b]-pyridine), CC1=CC=CC=C1 (methylbenzene), C(OCC)(=O)Cl (ethyl carbonochloridate), C([O-])([O-])=O.[K+].[K+] (potassium carbonate). Solvent: O (water). Conditions: time 1 hour. Product: C(C=C)OCCN1C(=NC=2C1=NC=CC2)CC2CCN(CC2)C(=O)OCC (ethyl 4-[[3-[2-(2-propenyloxy)ethyl]-3H-imidazo[4,5-b]pyridine-2-yl]methyl]-1-piperidinecarboxylate), compound 43. The yield is 75.1%. RXN SMILES: C1(C[N:8]2[CH2:13][CH2:12][CH:11]([CH2:14][C:15]3[N:23]([CH2:24][CH2:25][O:26][CH2:27][CH:28]=[CH2:29])[C:18]4=[N:19][CH:20]=[CH:21][CH:22]=[C:17]4[N:16]=3)[CH2:10][CH2:9]2)C=CC=CC=1.CC1C=CC=CC=1.[C:37](Cl)(=[O:41])[O:38][CH2:39][CH3:40].C(=O)([O-])[O-].[K+].[K+]>O>[CH2:27]([O:26][CH2:25][CH2:24][N:23]1[C:18]2=[N:19][CH:20]=[CH:21][CH:22]=[C:17]2[N:16]=[C:15]1[CH2:14][CH:11]1[CH2:10][CH2:9][N:8]([C:37]([O:38][CH2:39][CH3:40])=[O:41])[CH2:13][CH2:12]1)[CH:28]=[CH2:29] |f:3.4.5|. Procedure details: To a stirred and refluxed mixture of 13.5 parts of 2-[[1-(phenylmethyl)-4-piperidinyl]methyl]-3-[2-(2-propenyloxy)ethyl)-3H-imidazo[4,5-b]-pyridine and 90 parts of methylbenzene were added dropwise 5.4 parts of ethyl carbonochloridate. Upon complete addition, stirring was continued for 1 hour at reflux temperature. After cooling, the reaction mixture was diluted with water and the whole was treated with potassium carbonate. The product was extracted with methylbenzene. The extract was dried, fil... Starting materials: BrC1=CC=C(C=C1)C(CC(=O)N(C)OC)C1=C(C=CC=C1)C (3-(4-Bromo-phenyl)-N-methoxy-N-methyl-3-o-tolyl-propionamide), FC1=NC=C(C(=C1)I)C (2-fluoro-4-iodo-5-picoline). Yields the product BrC1=CC=C(C=C1)C(CC(=O)C1=CC(=NC=C1C)F)C1=C(C=CC=C1)C (3-(4-Bromo-phenyl)-1-(2-fluoro-5-methyl-pyridin-4-yl)-3-o-tolyl-propan-1-one). RXN SMILES: [Br:1][C:2]1[CH:7]=[CH:6][C:5]([CH:8]([C:16]2[CH:21]=[CH:20][CH:19]=[CH:18][C:17]=2[CH3:22])[CH2:9][C:10](N(OC)C)=[O:11])=[CH:4][CH:3]=1.[F:23][C:24]1[CH:29]=[C:28](I)[C:27]([CH3:31])=[CH:26][N:25]=1>>[Br:1][C:2]1[CH:3]=[CH:4][C:5]([CH:8]([C:16]2[CH:21]=[CH:20][CH:19]=[CH:18][C:17]=2[CH3:22])[CH2:9][C:10]([C:28]2[C:27]([CH3:31])=[CH:26][N:25]=[C:24]([F:23])[CH:29]=2)=[O:11])=[CH:6][CH:7]=1. Reported procedure: In analogy to example 74, step 5, from 3-(4-bromo-phenyl)-N-methoxy-N-methyl-3-o-tolyl-propionamide (example 74, step 4) and 2-fluoro-4-iodo-5-picoline (CAS RN: [153034-94-7]) was prepared the title compound as a light yellow oil, MS (ESI−): m/z=410.0558 ([M−H]−, 1Br). Starting materials: FC=1C=C2C(N(C(NC2=CC1[N+](=O)[O-])=O)NS(=O)(=O)C)=O (N-(6-Fluoro-7-nitro-2,4-dioxo-1,4-dihydro-2H-quinazolin-3-yl)-methanesulfonamide), FC1=CC=C(CN)C=C1 (4-fluoro-benzylamine). Yields the product FC1=CC=C(CNC=2C=C3C(N(C(NC3=CC2[N+](=O)[O-])=O)NS(=O)(=O)C)=O)C=C1 (N-[6-(4-Fluoro-benzylamino)-7-nitro-2,4-dioxo-1,4-dihydro-2H-quinazolin-3-yl]-methanesulfonamide). Yield: 12.5%. As a reaction SMILES: F[C:2]1[CH:3]=[C:4]2[C:9](=[CH:10][C:11]=1[N+:12]([O-:14])=[O:13])[NH:8][C:7](=[O:15])[N:6]([NH:16][S:17]([CH3:20])(=[O:19])=[O:18])[C:5]2=[O:21].[F:22][C:23]1[CH:30]=[CH:29][C:26]([CH2:27][NH2:28])=[CH:25][CH:24]=1>>[F:22][C:23]1[CH:30]=[CH:29][C:26]([CH2:27][NH:28][C:2]2[CH:3]=[C:4]3[C:9](=[CH:10][C:11]=2[N+:12]([O-:14])=[O:13])[NH:8][C:7](=[O:15])[N:6]([NH:16][S:17]([CH3:20])(=[O:19])=[O:18])[C:5]3=[O:21])=[CH:25][CH:24]=1. Procedure: N-(6-Fluoro-7-nitro-2,4-dioxo-1,4-dihydro-2H-quinazolin-3-yl)-methanesulfonamide (30 mg, 0.0943 mmol) is reacted with 4-fluoro-benzylamine according to the GPA affording 5 mg (12.5%) of a red powder. Rt=5.00 min. The reactants are ice water, ClC1=C(C=CC=C1Cl)O (2,3-dichlorophenol), C(C=C)Br (allyl bromide), C([O-])([O-])=O.[K+].[K+] (potassium carbonate). Run in CN(C=O)C (dimethylformamide). Yields the product C(C=C)OC1=C(C(=CC=C1)Cl)Cl (2,3-dichlorophenyl allyl ether). RXN SMILES: [Cl:1][C:2]1[C:7]([Cl:8])=[CH:6][CH:5]=[CH:4][C:3]=1[OH:9].[CH2:10](Br)[CH:11]=[CH2:12].C(=O)([O-])[O-].[K+].[K+]>CN(C)C=O>[CH2:12]([O:9][C:3]1[CH:4]=[CH:5][CH:6]=[C:7]([Cl:8])[C:2]=1[Cl:1])[CH:11]=[CH2:10] |f:2.3.4|. Reported procedure: A mixture of 2,3-dichlorophenol (35.5 g., 0.22 mole), allyl bromide (29.4 g., 0.24 mole) and potassium carbonate (33 g., 0.24 mole) in dimethylformamide (200 ml.) is vigorously stirred and heated at 55°-60° C. for one hour, poured into ice water, extracted with ether, washed with water and dried over magnesium sulfate. Evaporation of the ether leaves 2,3-dichlorophenyl allyl ether which is subjected to a Claisen rearrangement by heating at 250° C. for ten minutes. Distillation gives 36 g. of 2,3... Reactants: CS(C)=O, C[S+](C)(C)=O, O=C(c1ccc(F)cc1)c1ccccc1Cl, [H-], [I-], [Na+], O. Reaction SMILES: [CH3:26][S:27]([CH3:28])=[O:29].[CH3:4][S+:5]([CH3:6])([CH3:7])=[O:8].[F:9][c:10]1[cH:11][cH:12][c:13]([C:16](=[O:17])[c:18]2[c:19]([Cl:24])[cH:20][cH:21][cH:22][cH:23]2)[cH:14][cH:15]1.[H-:1].[I-:3].[Na+:2].[OH2:25]>>[CH2:4]1[C:16]([c:13]2[cH:12][cH:11][c:10]([F:9])[cH:15][cH:14]2)([c:18]2[c:19]([Cl:24])[cH:20][cH:21][cH:22][cH:23]2)[O:17]1. Product: Fc1ccc(C2(c3ccccc3Cl)CO2)cc1.